Dataset: the Open Reaction Database (ORD), a public repository of structured organic reaction records. Task: describe an organic reaction: reactants, conditions, products, and yield The reactants are O=S(=O)(c1ccccc1)n1ncc2c(-c3nnc(CN4CCN5CCCC5C4)o3)cc(Br)cc21, COc1ncc(B2OC(C)(C)C(C)(C)O2)cc1NS(C)(=O)=O. The product is COc1ncc(-c2cc(-c3nnc(CN4CCN5CCCC5C4)o3)c3cnn(S(=O)(=O)c4ccccc4)c3c2)cc1NS(C)(=O)=O. Reaction SMILES: [Br:1][c:2]1[cH:3][c:4](-[c:20]2[o:21][c:22]([CH2:25][N:26]3[CH2:27][CH:28]4[N:29]([CH2:30][CH2:31]3)[CH2:32][CH2:33][CH2:34]4)[n:23][n:24]2)[c:5]2[cH:6][n:7][n:8]([S:11](=[O:12])(=[O:13])[c:14]3[cH:15][cH:16][cH:17][cH:18][cH:19]3)[c:9]2[cH:10]1.[CH3:35][O:36][c:37]1[n:38][cH:39][c:40]([B:48]2[O:49][C:50]([CH3:51])([CH3:52])[C:53]([CH3:54])([CH3:55])[O:56]2)[cH:41][c:42]1[NH:43][S:44](=[O:45])(=[O:46])[CH3:47]>>[c:2]1(-[c:40]2[cH:39][n:38][c:37]([O:36][CH3:35])[c:42]([NH:43][S:44](=[O:45])(=[O:46])[CH3:47])[cH:41]2)[cH:3][c:4](-[c:20]2[o:21][c:22]([CH2:25][N:26]3[CH2:27][CH:28]4[N:29]([CH2:30][CH2:31]3)[CH2:32][CH2:33][CH2:34]4)[n:23][n:24]2)[c:5]2[cH:6][n:7][n:8]([S:11](=[O:12])(=[O:13])[c:14]3[cH:15][cH:16][cH:17][cH:18][cH:19]3)[c:9]2[cH:10]1. Starting materials: ClC=1C(=CC(NC1)=O)O (5-chloro-4-hydroxy-2-pyridone), C(C1=CC=2OCOC2C=C1)(=O)Cl (piperonyloyl chloride). Yields the product ClC=1C(=CC(=NC1)OC(C1=CC=2OCOC2C=C1)=O)OC(C1=CC=2OCOC2C=C1)=O (5-chloro-2,4-dipiperonyloyloxypyridine). Yield: 4.0%. Reaction SMILES: [Cl:1][C:2]1[C:3]([OH:9])=[CH:4][C:5](=[O:8])[NH:6][CH:7]=1.[C:10](Cl)(=[O:20])[C:11]1[CH:19]=[CH:18][C:17]2[O:16][CH2:15][O:14][C:13]=2[CH:12]=1>>[Cl:1][C:2]1[C:3]([O:9][C:10](=[O:20])[C:11]2[CH:19]=[CH:18][C:17]3[O:16][CH2:15][O:14][C:13]=3[CH:12]=2)=[CH:4][C:5]([O:8][C:10](=[O:20])[C:11]2[CH:19]=[CH:18][C:17]3[O:16][CH2:15][O:14][C:13]=3[CH:12]=2)=[N:6][CH:7]=1. Procedure details: The general procedure of Example 45 was followed using 2.00 g of 5-chloro-4-hydroxy-2-pyridone and 3.80 g of piperonyloyl chloride, thereby producing 180 mg of the title compound in a yield of 3%. The reactants are O[C@H]1CC(=O)OC1 ((S)-3-hydroxy-γ-butyrolactone), C(C1=CC=CC=C1)Br (benzyl bromide), CN1C(N(CC1)C)=O (1,3-dimethyl2-imidazolidinone), [Cl-].[NH4+] (ammonium chloride), C(C)(C)NC(C)C (Diisopropylamine). Solvent: C1CCOC1 (THF), C1CCOC1 (THF), C1CCOC1 (THF). Conditions: temperature -45 celsius, time 15 minute. Product: C(C1=CC=CC=C1)[C@@H]1C(=O)OC[C@H]1O ((2S,3S)-2-benzyl-3-hydroxy-γ-butyrolactone). The yield is 30.7%. As a reaction SMILES: C(NC(C)C)(C)C.[OH:8][C@@H:9]1[CH2:14][O:13][C:11](=[O:12])[CH2:10]1.[CH2:15](Br)[C:16]1[CH:21]=[CH:20][CH:19]=[CH:18][CH:17]=1.CN1CCN(C)C1=O.[Cl-].[NH4+]>C1COCC1>[CH2:15]([C@H:10]1[C@H:9]([OH:8])[CH2:14][O:13][C:11]1=[O:12])[C:16]1[CH:21]=[CH:20][CH:19]=[CH:18][CH:17]=1 |f:4.5|. Procedure: Diisopropylamine (2.7 ml, 19.59 mmol) and 1.6 M of n-butyllithium-hexane solution (12.2 ml, 19.59 mmol) were added to THF (30 ml) under argon gas at 0° C. After stirring for 15 minutes, the solution was cooled to −45° C. Then, (S)-3-hydroxy-γ-butyrolactone (1 g, 9.794 mmol) in THF (20 ml) was added thereto. After stirring for 30 minutes at −45° C., benzyl bromide (1.4 ml, 11.75 mmol) and 1,3-dimethyl2-imidazolidinone (2.9 ml) in THF (20 ml) were added thereto. After stirring for 3 hours at the s... Reactants: C=CC1CC1(NC(=O)C1CC(Oc2cc(-c3csc(NC(C)C)n3)nc3cc(OC)ccc23)CC1C(=O)OC(C)(C)C)C(=O)OCC, ClCCl, O=C(O)C(F)(F)F. The product is C=CC1CC1(NC(=O)C1CC(Oc2cc(-c3csc(NC(C)C)n3)nc3cc(OC)ccc23)CC1C(=O)O)C(=O)OCC. Reaction SMILES: [CH2:1]([CH3:2])[O:3][C:4](=[O:5])[C:6]1([NH:11][C:12](=[O:13])[CH:14]2[CH:15]([C:41](=[O:42])[O:43][C:44]([CH3:45])([CH3:46])[CH3:47])[CH2:16][CH:17]([O:19][c:20]3[cH:21][c:22](-[c:32]4[n:33][c:34]([NH:37][CH:38]([CH3:39])[CH3:40])[s:35][cH:36]4)[n:23][c:24]4[cH:25][c:26]([O:30][CH3:31])[cH:27][cH:28][c:29]34)[CH2:18]2)[CH:7]([CH:9]=[CH2:10])[CH2:8]1.[Cl:55][CH2:56][Cl:57].[F:48][C:49]([F:50])([F:51])[C:52]([OH:53])=[O:54]>>[CH2:1]([CH3:2])[O:3][C:4](=[O:5])[C:6]1([NH:11][C:12](=[O:13])[CH:14]2[CH:15]([C:41](=[O:42])[OH:43])[CH2:16][CH:17]([O:19][c:20]3[cH:21][c:22](-[c:32]4[n:33][c:34]([NH:37][CH:38]([CH3:39])[CH3:40])[s:35][cH:36]4)[n:23][c:24]4[cH:25][c:26]([O:30][CH3:31])[cH:27][cH:28][c:29]34)[CH2:18]2)[CH:7]([CH:9]=[CH2:10])[CH2:8]1.